describe an organic reaction: reactants, conditions, products, and yield From a dataset of the Open Reaction Database (ORD), a public repository of structured organic reaction records. The reactants are COC(=O)c1ccc2c(C3CCCCC3)c(Br)[nH]c2c1, O=C([O-])O, COCCOC, CC1(C)OB(c2cc(F)ccc2N)OC1(C)C, [Na+], O, c1ccc(P(c2ccccc2)(c2ccccc2)[Pd](P(c2ccccc2)(c2ccccc2)c2ccccc2)(P(c2ccccc2)(c2ccccc2)c2ccccc2)P(c2ccccc2)(c2ccccc2)c2ccccc2)cc1. Product: COC(=O)c1ccc2c(C3CCCCC3)c(-c3cc(F)ccc3N)[nH]c2c1. RXN SMILES: [Br:1][c:2]1[nH:3][c:4]2[cH:5][c:6]([C:17](=[O:18])[O:19][CH3:20])[cH:7][cH:8][c:9]2[c:10]1[CH:11]1[CH2:12][CH2:13][CH2:14][CH2:15][CH2:16]1.[C:38](=[O:39])([O-:40])[OH:41].[CH3:43][O:44][CH2:45][CH2:46][O:47][CH3:48].[F:21][c:22]1[cH:23][c:24]([B:29]2[O:30][C:31]([CH3:32])([CH3:33])[C:34]([CH3:35])([CH3:36])[O:37]2)[c:25]([NH2:28])[cH:26][cH:27]1.[Na+:42].[OH2:49].[cH:50]1[cH:51][cH:52][c:53]([P:54]([Pd:55]([P:56]([c:57]2[cH:58][cH:59][cH:60][cH:61][cH:62]2)([c:63]2[cH:64][cH:65][cH:66][cH:67][cH:68]2)[c:69]2[cH:70][cH:71][cH:72][cH:73][cH:74]2)([P:75]([c:76]2[cH:77][cH:78][cH:79][cH:80][cH:81]2)([c:82]2[cH:83][cH:84][cH:85][cH:86][cH:87]2)[c:88]2[cH:89][cH:90][cH:91][cH:92][cH:93]2)[P:94]([c:95]2[cH:96][cH:97][cH:98][cH:99][cH:100]2)([c:101]2[cH:102][cH:103][cH:104][cH:105][cH:106]2)[c:107]2[cH:108][cH:109][cH:110][cH:111][cH:112]2)([c:113]2[cH:114][cH:115][cH:116][cH:117][cH:118]2)[c:119]2[cH:120][cH:121][cH:122][cH:123][cH:124]2)[cH:125][cH:126]1>>[c:2]1(-[c:24]2[cH:23][c:22]([F:21])[cH:27][cH:26][c:25]2[NH2:28])[nH:3][c:4]2[cH:5][c:6]([C:17](=[O:18])[O:19][CH3:20])[cH:7][cH:8][c:9]2[c:10]1[CH:11]1[CH2:12][CH2:13][CH2:14][CH2:15][CH2:16]1. The reactants are C(C1=CC=CC=C1)(=O)O (benzoic acid), CN(C)CCC1=CNC2=C1C=C(C=C2)CN3C=NC=N3 (rizatriptan). Run in C(C)(=O)OC(C)C (isopropyl acetate), C(C)(C)O (isopropyl alcohol). Run at time 30 minute. Product: CN(C)CCC1=CNC2=C1C=C(C=C2)CN3C=NC=N3.C=1C=CC(=CC1)C(=O)O (rizatriptan benzoate). The yield is 80.1%. As a reaction SMILES: [C:1]([OH:9])(=[O:8])[C:2]1[CH:7]=[CH:6][CH:5]=[CH:4][CH:3]=1.[CH3:10][N:11]([CH2:13][CH2:14][C:15]1[C:19]2[CH:20]=[C:21]([CH2:24][N:25]3[N:29]=[CH:28][N:27]=[CH:26]3)[CH:22]=[CH:23][C:18]=2[NH:17][CH:16]=1)[CH3:12]>C(OC(C)C)(=O)C.C(O)(C)C>[CH3:10][N:11]([CH2:13][CH2:14][C:15]1[C:19]2[CH:20]=[C:21]([CH2:24][N:25]3[N:29]=[CH:28][N:27]=[CH:26]3)[CH:22]=[CH:23][C:18]=2[NH:17][CH:16]=1)[CH3:12].[CH:5]1[CH:4]=[CH:3][C:2]([C:1]([OH:9])=[O:8])=[CH:7][CH:6]=1 |f:4.5|. Reported procedure: A solution of 147 mg (1.2 mmoles) of benzoic acid in 1 ml of isopropyl acetate was added slowly to a solution of 300 mg (1.1 mmoles) of the rizatriptan base in 2.6 ml of isopropyl alcohol. The mixture was stirred at room temperature for 30 minutes and evaporated to dryness, and the residue recrystallised from ethanol to give 345 mg (80%) of rizatriptan benzoate as a white crystalline solid.